This data is from the Open Reaction Database (ORD), a public repository of structured organic reaction records. The task is: describe an organic reaction: reactants, conditions, products, and yield Reactants: N1=NC(=CC=C1)OCC1C2CCC(C1)N2C(=O)OC(C)(C)C ((±)-tert-butyl 2-((pyridazin-3-yloxy)methyl)-7-azabicyclo[2.2.1]heptane-7-carboxylate), CN1N=CC=C1OCC1C2CCC(C1)N2C(=O)OC(C)(C)C ((±)-tert-butyl 2-(((1-methyl-1H-pyrazol-5-yl)oxy)methyl)-7-azabicyclo[2.2.1]heptane-7-carboxylate). Product: CN1N=CC=C1OCC1C2CCC(C1)N2 ((±)-2-(((1-methyl-1H-pyrazol-5-yl)oxy)methyl)-7-azabicyclo[2.2.1]heptane). RXN SMILES: N1C=CC=C(OCC2CC3N(C(OC(C)(C)C)=O)C2CC3)N=1.[CH3:23][N:24]1[C:28]([O:29][CH2:30][CH:31]2[CH2:36][CH:35]3[N:37](C(OC(C)(C)C)=O)[CH:32]2[CH2:33][CH2:34]3)=[CH:27][CH:26]=[N:25]1>>[CH3:23][N:24]1[C:28]([O:29][CH2:30][CH:31]2[CH2:36][CH:35]3[NH:37][CH:32]2[CH2:33][CH2:34]3)=[CH:27][CH:26]=[N:25]1. Reported procedure: Prepared analogous to Example 53 Step B substituting (±)-tert-butyl 2-((pyridazin-3-yloxy)methyl)-7-azabicyclo[2.2.1]heptane-7-carboxylate the title compound of Step A. MS (ESI) mass calcd. for C11H17N3O, 207.1; m/z found 208.0 [M+H]+.